From a dataset of the Open Reaction Database (ORD), a public repository of structured organic reaction records. describe an organic reaction: reactants, conditions, products, and yield Reactants: CC(CC1=CC2=C(C=C1)OCO2)(C)N (1,1-dimethyl-2-(3,4-methylenedioxyphenyl)ethylamine), C(C1=CC=CC=C1)OC1=C(C(=O)OC)C=C(C=C1)C(CBr)=O (methyl 2-benzyloxy-5-bromoacetylbenzoate). Run in O1CCCC1 (tetrahydrofuran). Run at time 5.5 hour. The product is COC(=O)C=1C=C(C=CC1OCC1=CC=CC=C1)C(=O)CNC(CC1=CC2=C(C=C1)OCO2)(C)C (N-[1,1-dimethyl-2-(3,4-methylenedioxyphenyl)ethyl]aminomethyl 3-methoxycarbonyl-4-benzyloxyphenyl ketone). Reaction SMILES: [CH3:1][C:2]([NH2:14])([CH3:13])[CH2:3][C:4]1[CH:9]=[CH:8][C:7]2[O:10][CH2:11][O:12][C:6]=2[CH:5]=1.[CH2:15]([O:22][C:23]1[CH:32]=[CH:31][C:30]([C:33](=[O:36])[CH2:34]Br)=[CH:29][C:24]=1[C:25]([O:27][CH3:28])=[O:26])[C:16]1[CH:21]=[CH:20][CH:19]=[CH:18][CH:17]=1>O1CCCC1>[CH3:28][O:27][C:25]([C:24]1[CH:29]=[C:30]([C:33]([CH2:34][NH:14][C:2]([CH3:1])([CH3:13])[CH2:3][C:4]2[CH:9]=[CH:8][C:7]3[O:10][CH2:11][O:12][C:6]=3[CH:5]=2)=[O:36])[CH:31]=[CH:32][C:23]=1[O:22][CH2:15][C:16]1[CH:21]=[CH:20][CH:19]=[CH:18][CH:17]=1)=[O:26]. Procedure: A solution of 11.8 g (0.061 mole) of 1,1-dimethyl-2-(3,4-methylenedioxyphenyl)ethylamine in 151 ml of tetrahydrofuran was treated with 11.1 g (0.0306 mole) of methyl 2-benzyloxy-5-bromoacetylbenzoate. The resulting solution was stirred for 5.5 hours and allowed to stand for a further 48 hours after which it was cooled, the solid which had separated was filtered off and the filtrate was concentrated by evaporation. The filtered solid and the filtrate were then recombined and the mixture was cover... The reactants are [BH4-], C1CCOC1, CS(=O)(=O)O, CC(C)O, [Na+], NC(=CC(=O)N1CCn2c(nnc2C(F)(F)F)C1)Cc1cc(F)c(F)cc1F, O=C(CC(O)Cc1cc(F)c(F)cc1F)N1CCn2c(nnc2C(F)(F)F)C1. RXN SMILES: [BH4-:1].[CH2:68]1[O:69][CH2:70][CH2:71][CH2:72]1.[CH3:3][S:4](=[O:5])(=[O:6])[OH:7].[CH:64]([OH:65])([CH3:66])[CH3:67].[Na+:2].[O:8]=[C:9]([CH:10]=[C:11]([CH2:12][c:13]1[c:14]([F:21])[cH:15][c:16]([F:20])[c:17]([F:19])[cH:18]1)[NH2:22])[N:23]1[CH2:24][c:25]2[n:26]([c:29]([C:32]([F:33])([F:34])[F:35])[n:30][n:31]2)[CH2:27][CH2:28]1.[OH:36][CH:37]([CH2:38][c:39]1[cH:40][c:41]([F:42])[c:43]([F:44])[cH:45][c:46]1[F:47])[CH2:48][C:49]([N:50]1[CH2:51][CH2:52][n:53]2[c:54]([C:55]([F:56])([F:57])[F:58])[n:59][n:60][c:61]2[CH2:62]1)=[O:63]>>[O:8]=[C:9]([CH2:10][CH:11]([CH2:12][c:13]1[c:14]([F:21])[cH:15][c:16]([F:20])[c:17]([F:19])[cH:18]1)[NH2:22])[N:23]1[CH2:24][c:25]2[n:26]([c:29]([C:32]([F:33])([F:34])[F:35])[n:30][n:31]2)[CH2:27][CH2:28]1. Yields the product NC(CC(=O)N1CCn2c(nnc2C(F)(F)F)C1)Cc1cc(F)c(F)cc1F. Reactants: CO[C@@H]1[C@]2(C)[C@@H](CC1)[C@@H]1CC[C@H]3CC(C(C[C@]3(C)[C@H]1CC2)=CO)=O (17β-methoxy-2-hydroxymethylen-5α-androstan-3-one), N1=CC=CC=C1 (pyridine), O (water). The solvent is C(C)(=O)OC(C)=O (acetic anhydride). Conditions: time 24 hour. The product is CO[C@@H]1[C@]2(C)[C@@H](CC1)[C@@H]1CC[C@H]3CC(C(C[C@]3(C)[C@H]1CC2)=COC(C)=O)=O (17β-methoxy-2-acetoxymethylen-5α-androstan-3-one). Reaction SMILES: [CH3:1][O:2][C@H:3]1[CH2:8][CH2:7][C@H:6]2[C@H:9]3[C@H:19]([CH2:20][CH2:21][C@:4]12[CH3:5])[C@:17]1([CH3:18])[C@H:12]([CH2:13][C:14](=[O:24])[C:15](=[CH:22][OH:23])[CH2:16]1)[CH2:11][CH2:10]3.N1[CH:30]=[CH:29]C=CC=1.[OH2:31]>C(OC(=O)C)(=O)C>[CH3:1][O:2][C@H:3]1[CH2:8][CH2:7][C@H:6]2[C@H:9]3[C@H:19]([CH2:20][CH2:21][C@:4]12[CH3:5])[C@:17]1([CH3:18])[C@H:12]([CH2:13][C:14](=[O:24])[C:15](=[CH:22][O:23][C:29](=[O:31])[CH3:30])[CH2:16]1)[CH2:11][CH2:10]3. Reported procedure: A mixture of 17β-methoxy-2-hydroxymethylen-5α-androstan-3-one (U.S. Pat. No. 3,980,638, Example 3, 0.5 gm.) in acetic anhydride (3.0 ml.) and pyridine (3 ml.) is allowed to stand at 20°-25° for 24 hours. The reaction mixture is then poured into water and the product separates. The product is collected and dissolved in benzene and purified by column chromatography on Florisil. The appropriate fractions (TLC) are pooled and concentrated to give a residue. The residue is crystallized from methanol ... Reactants: ClC=1C=C(C2=C(NC(CO2)=O)C1)C(=O)NC1CN2CCC1CC2 (6-chloro-3,4-dihydro-3-oxo-N-(3-quinuclidinyl)-2H-1,4-benzoxazine-8-carboxamide), ClC1=CC(=CC=C1)C(=O)OO (metachloroperbenzoic acid). Solvent: C(Cl)(Cl)Cl (chloroform). Run at time 0.5 hour. Yields the product ClC=1C=C(C2=C(NC(CO2)=O)C1)C(=O)[NH+](C1CN2CCC1CC2)[O-] (6-chloro-3,4-dihydro-3-oxo-N-(3-quinuclidinyl)-2H-1,4-benzoxazine-8-carboxamide N-oxide). RXN SMILES: [Cl:1][C:2]1[CH:3]=[C:4]([C:13]([NH:15][CH:16]2[CH:21]3[CH2:22][CH2:23][N:18]([CH2:19][CH2:20]3)[CH2:17]2)=[O:14])[C:5]2[O:10][CH2:9][C:8](=[O:11])[NH:7][C:6]=2[CH:12]=1.ClC1C=CC=C(C(OO)=[O:32])C=1>C(Cl)(Cl)Cl>[Cl:1][C:2]1[CH:3]=[C:4]([C:13]([NH+:15]([O-:32])[CH:16]2[CH:21]3[CH2:22][CH2:23][N:18]([CH2:19][CH2:20]3)[CH2:17]2)=[O:14])[C:5]2[O:10][CH2:9][C:8](=[O:11])[NH:7][C:6]=2[CH:12]=1. Procedure: To a solution of 4.8 g of 6-chloro-3,4-dihydro-3-oxo-N-(3-quinuclidinyl)-2H-1,4-benzoxazine-8-carboxamide in 150 ml of chloroform is added portionwise 3.7 g of metachloroperbenzoic acid under cooling and stirring. After 0.5 hour, ammonia gas is bubbled through the reaction solution under stirring and the precipitate is filtered off. The mother liquor is distilled off under reduced pressure followed by recrystallizing the residue from ethanol-isopropyl ether to give 6-chloro-3,4-dihydro-3-oxo-N-(... Reactants: N (ammonia), S1C=C(C=C1)C#N (3-thiophenecarbonitrile), [Na] (sodium), O1CCCC1 (tetrahydrofuran), O1CCCC1 (tetrahydrofuran), [Na] (sodium), ferric chloride, [Cl-].[NH4+] (ammonium chloride). Run in C(C)#N (acetonitrile). Conditions: time 45 minute. Yields the product NC(=CC#N)C1=CSC=C1 (β-amino-3-thiopheneacrylonitrile). Reaction SMILES: [NH3:1].[Na].[S:3]1[CH:7]=[CH:6][C:5]([C:8]#[N:9])=[CH:4]1.[Cl-].[NH4+].O1[CH2:16][CH2:15]CC1>C(#N)C>[NH2:9][C:8]([C:5]1[CH:6]=[CH:7][S:3][CH:4]=1)=[CH:15][C:16]#[N:1] |f:3.4,^1:1|. Procedure: A 500 ml. three necked flask is equipped with a mechanical stirrer, gas inlet, dry ice condenser, potassium hydroxide drying tube, and addition funnel. A 100 ml. portion of ammonia is condensed into the flask and a pellet of sodium is added. When the dark blue color persists, ferric chloride is added discharging the color to brown. A 3.2 g. portion of sodium is added and the mixture is allowed to stand for 45 minutes. A 5.7 ml. portion of acetonitrile in 10 ml. of tetrahydrofuran is added and th...